Task: describe an organic reaction: reactants, conditions, products, and yield. Dataset: the Open Reaction Database (ORD), a public repository of structured organic reaction records The reactants are N1(C=NC=C1)C=1C=CC(=C(C(=O)OC)C1)OC (5-(1H-Imidazol-1-yl)-2-methoxybenzoic acid, methyl ester), 0C, O (water), [OH-].[Na+] (sodium hydroxide), [H-].[H-].[H-].[H-].[Li+].[Al+3] (LiAlH4), O (water). The solvent is C1CCOC1 (THF). Conditions: temperature 24 celsius, time 18 hour. The product is N1(C=NC=C1)C=1C=CC(=C(C1)CO)OC (5-(1H-Imidazol-1-yl)-2-methoxybenzenemethanol). RXN SMILES: [N:1]1([C:6]2[CH:7]=[CH:8][C:9]([O:16][CH3:17])=[C:10]([CH:15]=2)[C:11](OC)=[O:12])[CH:5]=[CH:4][N:3]=[CH:2]1.[H-].[H-].[H-].[H-].[Li+].[Al+3].O.[OH-].[Na+]>C1COCC1>[N:1]1([C:6]2[CH:7]=[CH:8][C:9]([O:16][CH3:17])=[C:10]([CH2:11][OH:12])[CH:15]=2)[CH:5]=[CH:4][N:3]=[CH:2]1 |f:1.2.3.4.5.6,8.9|. Procedure: 5-(1H-Imidazol-1-yl)-2-methoxybenzoic acid, methyl ester (2 g, 8.6 mmol) was cooled to 0C in anhydrous THF under N2 and LiAlH4 was added. The reaction mixture stirred for 18 h at 24° C,. and water (0.7 ml) followed 15% sodium hydroxide solution (0.7 ml) and water (0.7 ml) was sequentially added dropwise. The resultant suspension was filtered and concentrated to give 1.3 g (74%); 1H NMR (300 MHz, DMSO-d6) δ 3.81(3H, s), 4.52 (2H, d, J=4.3 Hz), 5.18 (1H, br. s), 7.04 -7.06 (2H, m), 7.43 (1H, dd, J... Reaction SMILES: [CH3:1][O:2][c:3]1[c:4]([O:17][CH3:18])[cH:5][c:6]2[c:7]([cH:16]1)[CH2:8][CH2:9][CH2:10][O:11][CH:12]2[CH2:13][CH2:14][Cl:15].[CH3:36][c:37]1[cH:38][cH:39][cH:40][cH:41][cH:42]1.[Cl:19][c:20]1[cH:21][cH:22][cH:23][c:24]([N:26]2[CH2:27][CH2:28][NH:29][CH2:30][CH2:31]2)[cH:25]1.[OH:32][CH2:33][CH2:34][OH:35]>>[CH3:1][O:2][c:3]1[c:4]([O:17][CH3:18])[cH:5][c:6]2[c:7]([cH:16]1)[CH2:8][CH2:9][CH2:10][O:11][CH:12]2[CH2:13][CH2:14][N:29]1[CH2:28][CH2:27][N:26]([c:24]2[cH:23][cH:22][cH:21][c:20]([Cl:19])[cH:25]2)[CH2:31][CH2:30]1. Product: COc1cc2c(cc1OC)C(CCN1CCN(c3cccc(Cl)c3)CC1)OCCC2. Starting materials: COc1cc2c(cc1OC)C(CCCl)OCCC2, Cc1ccccc1, Clc1cccc(N2CCNCC2)c1, OCCO. Reactants: CN(C)C=O, OC1CCCC(O)C1, Fc1ccc(-c2nc(CCl)co2)cc1, [H-], [Na+], C1CCOC1. Yields the product OC1CCCC(OCc2coc(-c3ccc(F)cc3)n2)C1. Reaction SMILES: [CH3:11][N:12]([CH3:13])[CH:14]=[O:15].[CH:3]1([OH:10])[CH2:4][CH:5]([OH:9])[CH2:6][CH2:7][CH2:8]1.[Cl:16][CH2:17][c:18]1[n:19][c:20](-[c:23]2[cH:24][cH:25][c:26]([F:29])[cH:27][cH:28]2)[o:21][cH:22]1.[H-:1].[Na+:2].[O:30]1[CH2:31][CH2:32][CH2:33][CH2:34]1>>[CH:3]1([OH:10])[CH2:4][CH:5]([O:9][CH2:17][c:18]2[n:19][c:20](-[c:23]3[cH:24][cH:25][c:26]([F:29])[cH:27][cH:28]3)[o:21][cH:22]2)[CH2:6][CH2:7][CH2:8]1. The reactants are [OH-].[Na+] (NaOH), COC(C1=CC=C(C=C1)C#CC=1C=CC2=C(OCCCC2(C)COC)C1)=O (4-(5-methoxymethyl-5-methyl-2,3,4,5-tetrahydrobenzo[b]oxepin-8-ylethynyl)-benzoic acid methyl ester), ice, Cl (HCl). Solvent: C1CCOC1.C(C)O (THF ethanol), O (water). Run at time 42 hour. Yields the product COCC1(C2=C(OCCC1)C=C(C=C2)C#CC2=CC=C(C(=O)O)C=C2)C (4-(5-Methoxymethyl-5-methyl-2,3,4,5-tetrahydrobenzo[b]oxepin-8-ylethynyl)-benzoic acid). Yield: 98.0%. RXN SMILES: C[O:2][C:3](=[O:27])[C:4]1[CH:9]=[CH:8][C:7]([C:10]#[C:11][C:12]2[CH:13]=[CH:14][C:15]3[C:21]([CH2:23][O:24][CH3:25])([CH3:22])[CH2:20][CH2:19][CH2:18][O:17][C:16]=3[CH:26]=2)=[CH:6][CH:5]=1.[OH-].[Na+].Cl>C1COCC1.C(O)C.O>[CH3:25][O:24][CH2:23][C:21]1([CH3:22])[CH2:20][CH2:19][CH2:18][O:17][C:16]2[CH:26]=[C:12]([C:11]#[C:10][C:7]3[CH:6]=[CH:5][C:4]([C:3]([OH:27])=[O:2])=[CH:9][CH:8]=3)[CH:13]=[CH:14][C:15]1=2 |f:1.2,4.5|. Reported procedure: 20.06 g (55.04 mmol) of 4-(5-methoxymethyl-5-methyl-2,3,4,5-tetrahydrobenzo[b]oxepin-8-ylethynyl)-benzoic acid methyl ester was dissolved in 100 ml of THF/ethanol (1/1) and treated with 8.81 g (4 eq.) of NaOH, dissolved in 50 ml of water. The reaction flask was kept in the dark and stirring continued for 42 h at room temperature. The mixture was then poured onto crushed ice/60 ml of 25% HCl, extracted twice with ethylacetate; the organic phase was washed with a small amount of water, dried over ... The reactants are CC(C)([O-])C.[K+] (Potassium t-butoxide), COC=1C=C(C=CC1)O (3-methoxy-phenol), C(C)OC(C=C(C)Cl)=O (3-chloro-but-2-enoic acid ethyl ester). Run in O1CCCC1 (tetrahydrofuran), O1CCCC1 (tetrahydrofuran). Conditions: temperature 23 celsius. The product is C(C)OC(\C=C(/C)\OC1=CC(=CC=C1)OC)=O ((E)-3-(3-methoxy-phenoxy)-but-2-enoic acid ethyl ester). The yield is 46.6%. RXN SMILES: CC(C)([O-])C.[K+].[CH3:7][O:8][C:9]1[CH:10]=[C:11]([OH:15])[CH:12]=[CH:13][CH:14]=1.[CH2:16]([O:18][C:19](=[O:24])[CH:20]=[C:21](Cl)[CH3:22])[CH3:17]>O1CCCC1>[CH2:16]([O:18][C:19](=[O:24])/[CH:20]=[C:21](/[O:15][C:11]1[CH:12]=[CH:13][CH:14]=[C:9]([O:8][CH3:7])[CH:10]=1)\[CH3:22])[CH3:17] |f:0.1|. Procedure details: Potassium t-butoxide (11.2 g, 0.100 mol) was added to a stirred solution of 3-methoxy-phenol (6.24 g, 0.050 mol) in tetrahydrofuran (35 mL) at 23° C. under nitrogen and the reaction mixture was heated to reflux for 0.75 h. The reaction mixture was cooled to 23° C. and a solution of 3-chloro-but-2-enoic acid ethyl ester (prepared as in Example 191, 7.50 g, 0.050 mol) in tetrahydrofuran (40 mL) was added to the reaction mixture. The reaction mixture was refluxed for an additional 3 h. After this t... Starting materials: C(Cl)(Cl)Cl.CO (CHCl3 MeOH), C(C)(C)(C)OP(=O)(OC(C)(C)C)C(C1=CC=C(CC(NC(=O)OCC2=CC=CC=C2)C(=O)OC)C=C1)(F)F (Methyl 4-[bis(tert-butoxy)phosphoryldifluoromethyl]-N-(benzyloxycarbonyl)-D,L-phenylalaninate). Reagents/catalysts: [Pd] (Pd). The solvent is CO (MeOH). Yields the product C(C)(C)(C)OP(=O)(OC(C)(C)C)C(C1=CC=C(CC(N)C(=O)OC)C=C1)(F)F (Methyl 4-[bis(tert-butoxy)phosphoryldifluoromethyl]-D,L-phenylalaninate). The yield is 60.0%. RXN SMILES: [C:1]([O:5][P:6]([C:13]([F:38])([F:37])[C:14]1[CH:36]=[CH:35][C:17]([CH2:18][CH:19]([C:31]([O:33][CH3:34])=[O:32])[NH:20]C(OCC2C=CC=CC=2)=O)=[CH:16][CH:15]=1)([O:8][C:9]([CH3:12])([CH3:11])[CH3:10])=[O:7])([CH3:4])([CH3:3])[CH3:2].C(Cl)(Cl)Cl.CO>CO.[Pd]>[C:9]([O:8][P:6]([C:13]([F:38])([F:37])[C:14]1[CH:15]=[CH:16][C:17]([CH2:18][CH:19]([C:31]([O:33][CH3:34])=[O:32])[NH2:20])=[CH:35][CH:36]=1)([O:5][C:1]([CH3:3])([CH3:2])[CH3:4])=[O:7])([CH3:10])([CH3:11])[CH3:12] |f:1.2|. Procedure details: A solution of benzyloxycarbonyl-protected 11 (45 mg, 0.081 mmol) in MeOH (0.8 mL) is stirred at ambient temperature under 1 atm of H2 over 10% Pd C (9 mg). After 2.5 hours the reaction mixture is filtered through silica gel and taken to dryness in vacuo to yield crude 12 quantitatively. Pure 12 (60% yield) can be obtained by silica gel chromatography [CHCl3 :MeOH(20:1)].